This data is from the Open Reaction Database (ORD), a public repository of structured organic reaction records. The task is: describe an organic reaction: reactants, conditions, products, and yield The reactants are C(CCC)N(C(=O)NC1CCCCC1)C=1N(N=C2C=CC=CC12)C1=CC=C(C=C1)Cl (1-Butyl-1-[2-(4-chloro-phenyl)-2H-indazol-3-yl]-3-cyclohexyl-urea), O1CCC(CC1)N (tetrahydro-pyran-4-ylamine). Run in CN1C(CCC1)=O (N-methyl 2-pyrrolidone). Yields the product ClC1=CC=C(C=C1)N1N=C2C=CC=CC2=C1NC1CCOCC1 ([2-(4-Chloro-phenyl)-2H-indazol-3-yl]-(tetrahydro-pyran-4-yl)-amine). As a reaction SMILES: [CH2:1]([N:5]([C:15]1[N:16]([C:24]2[CH:29]=[CH:28][C:27]([Cl:30])=[CH:26][CH:25]=2)[N:17]=[C:18]2[C:23]=1[CH:22]=[CH:21][CH:20]=[CH:19]2)C(NC1CCCCC1)=O)[CH2:2][CH2:3]C.[O:31]1CCC(N)[CH2:33][CH2:32]1>CN1CCCC1=O>[Cl:30][C:27]1[CH:28]=[CH:29][C:24]([N:16]2[C:15]([NH:5][CH:1]3[CH2:33][CH2:32][O:31][CH2:3][CH2:2]3)=[C:23]3[C:18]([CH:19]=[CH:20][CH:21]=[CH:22]3)=[N:17]2)=[CH:25][CH:26]=1. Procedure details: In analogy to the procedure described in example 4.1, 3-chloro-2-(4-chloro-phenyl)-2H-indazole (Ardakani, Manouchehr; Smalley, Robert K.; Smith, Richard H., Synthesis (1979), (4), 308-9) was reacted with tetrahydro-pyran-4-ylamine ([38041-19-9]) in N-methyl 2-pyrrolidone for 48 h at 175° C. in a sealed tube to give the title compound as yellow solid. MS: m/e=328.4 [M+H+]. Starting materials: Cc1cc(C)c(CNC(=O)c2cc(Br)cc3c2cnn3C2CCCC2)c(=O)[nH]1, O=C([O-])[O-], O=Cc1ccc(B(O)O)o1, [Cs+], [Cs+], C1COCCO1, O, c1ccc(P(c2ccccc2)(c2ccccc2)[Pd](P(c2ccccc2)(c2ccccc2)c2ccccc2)(P(c2ccccc2)(c2ccccc2)c2ccccc2)P(c2ccccc2)(c2ccccc2)c2ccccc2)cc1. The product is Cc1cc(C)c(CNC(=O)c2cc(-c3ccc(C=O)o3)cc3c2cnn3C2CCCC2)c(=O)[nH]1. Reaction SMILES: [Br:1][c:2]1[cH:3][c:4]([C:16](=[O:17])[NH:18][CH2:19][c:20]2[c:21](=[O:28])[nH:22][c:23]([CH3:27])[cH:24][c:25]2[CH3:26])[c:5]2[cH:6][n:7][n:8]([CH:11]3[CH2:12][CH2:13][CH2:14][CH2:15]3)[c:9]2[cH:10]1.[C:39](=[O:40])([O-:41])[O-:42].[CH:29](=[O:30])[c:31]1[cH:32][cH:33][c:34]([B:36]([OH:37])[OH:38])[o:35]1.[Cs+:43].[Cs+:44].[O:46]1[CH2:47][CH2:48][O:49][CH2:50][CH2:51]1.[OH2:45].[cH:52]1[cH:53][cH:54][c:55]([P:56]([Pd:57]([P:58]([c:59]2[cH:60][cH:61][cH:62][cH:63][cH:64]2)([c:65]2[cH:66][cH:67][cH:68][cH:69][cH:70]2)[c:71]2[cH:72][cH:73][cH:74][cH:75][cH:76]2)([P:77]([c:78]2[cH:79][cH:80][cH:81][cH:82][cH:83]2)([c:84]2[cH:85][cH:86][cH:87][cH:88][cH:89]2)[c:90]2[cH:91][cH:92][cH:93][cH:94][cH:95]2)[P:96]([c:97]2[cH:98][cH:99][cH:100][cH:101][cH:102]2)([c:103]2[cH:104][cH:105][cH:106][cH:107][cH:108]2)[c:109]2[cH:110][cH:111][cH:112][cH:113][cH:114]2)([c:115]2[cH:116][cH:117][cH:118][cH:119][cH:120]2)[c:121]2[cH:122][cH:123][cH:124][cH:125][cH:126]2)[cH:127][cH:128]1>>[c:2]1(-[c:34]2[cH:33][cH:32][c:31]([CH:29]=[O:30])[o:35]2)[cH:3][c:4]([C:16](=[O:17])[NH:18][CH2:19][c:20]2[c:21](=[O:28])[nH:22][c:23]([CH3:27])[cH:24][c:25]2[CH3:26])[c:5]2[cH:6][n:7][n:8]([CH:11]3[CH2:12][CH2:13][CH2:14][CH2:15]3)[c:9]2[cH:10]1. Reactants: BrC1=C(N)C=C(C=C1)C(F)(F)F (2-bromo-5-(trifluoromethyl)aniline), N1C(CCC1)=O (2-pyrrolidinone), C(CN)N (N,N′-ethylene diamine), C([O-])([O-])=O.[K+].[K+] (potassium carbonate). Reagents/catalysts: [Cu](I)I (copper iodide). The solvent is C1(=CC=CC=C1)C (toluene). Conditions: temperature 80 celsius. The product is NC1=C(C=CC(=C1)C(F)(F)F)N1C(CCC1)=O (1-(2-amino-4-(trifluoromethyl)phenyl)pyrrolidin-2-one). As a reaction SMILES: Br[C:2]1[CH:8]=[CH:7][C:6]([C:9]([F:12])([F:11])[F:10])=[CH:5][C:3]=1[NH2:4].[NH:13]1[CH2:17][CH2:16][CH2:15][C:14]1=[O:18].C(N)CN.C(=O)([O-])[O-].[K+].[K+]>[Cu](I)I.C1(C)C=CC=CC=1>[NH2:4][C:3]1[CH:5]=[C:6]([C:9]([F:12])([F:11])[F:10])[CH:7]=[CH:8][C:2]=1[N:13]1[CH2:17][CH2:16][CH2:15][C:14]1=[O:18] |f:3.4.5|. Reported procedure: A resealable tube was charged with 2-bromo-5-(trifluoromethyl)aniline (1.00 g, 4.16 mmol), 2-pyrrolidinone (0.425 g, 5.00 mmol), N,N′-ethylene diamine (0.037 g, 0.42 mmol), potassium carbonate (1.15 g, 8.32 mmol), copper iodide (0.80 mg, 0.42 mmol) and toluene (1.0 mL). The tube was sealed and the mixture was heated at 80° C. for 24 h. The resulting mixture was partitioned between ethyl acetate and water. The organic phase was separated, dried over anhydrous sodium sulfate, filtered, and concent... As a reaction SMILES: [C:36]([BH3-:37])#[N:38].[F:23][c:24]1[c:25]([CH:31]2[CH:32]([CH:34]=[O:35])[CH2:33]2)[cH:26][c:27]([F:30])[cH:28][cH:29]1.[NH2:1][CH:2]1[CH2:3][CH2:4][N:5]([CH2:8][CH2:9][N:10]2[C:11](=[O:22])[CH2:12][O:13][c:14]3[c:15]2[cH:16][c:17]([C:20]#[N:21])[cH:18][cH:19]3)[CH2:6][CH2:7]1.[Na+:39]>>[NH:1]([CH:2]1[CH2:3][CH2:4][N:5]([CH2:8][CH2:9][N:10]2[C:11](=[O:22])[CH2:12][O:13][c:14]3[c:15]2[cH:16][c:17]([C:20]#[N:21])[cH:18][cH:19]3)[CH2:6][CH2:7]1)[CH2:34][CH:32]1[CH:31]([c:25]2[c:24]([F:23])[cH:29][cH:28][c:27]([F:30])[cH:26]2)[CH2:33]1. Starting materials: [BH3-]C#N, O=CC1CC1c1cc(F)ccc1F, N#Cc1ccc2c(c1)N(CCN1CCC(N)CC1)C(=O)CO2, [Na+]. The product is N#Cc1ccc2c(c1)N(CCN1CCC(NCC3CC3c3cc(F)ccc3F)CC1)C(=O)CO2. Starting materials: ClC=1C(=CC2=C(C(C=CO2)C(=O)O)C1)Cl (6,7-dichloro-4H-1-benzopyran-4-carboxylic acid), tetra (N-butyl)ammonium hydrogensulfate, C(C1=CC=CC=C1)Br (benzyl bromide), C([O-])(O)=O.[Na+] (sodium bicarbonate). The solvent is ClCCl (dichloromethane), ClCCl (dichloromethane). Run at time 14 hour. The product is ClC=1C(=CC2=C(C(C=CO2)C(=O)OCC2=CC=CC=C2)C1)Cl (Benzyl 6,7-dichloro-4H-1-benzopyran-4-carboxylate), dichloromethane hexanes. RXN SMILES: [Cl:1][C:2]1[C:3]([Cl:15])=[CH:4][C:5]2[O:10][CH:9]=[CH:8][CH:7]([C:11]([OH:13])=[O:12])[C:6]=2[CH:14]=1.[CH2:16](Br)[C:17]1[CH:22]=[CH:21][CH:20]=[CH:19][CH:18]=1.C(=O)(O)[O-].[Na+]>ClCCl>[Cl:1][C:2]1[C:3]([Cl:15])=[CH:4][C:5]2[O:10][CH:9]=[CH:8][CH:7]([C:11]([O:13][CH2:16][C:17]3[CH:22]=[CH:21][CH:20]=[CH:19][CH:18]=3)=[O:12])[C:6]=2[CH:14]=1 |f:2.3|. Procedure: A mixture of 6,7-dichloro-4H-1-benzopyran-4-carboxylic acid (16.8 gm), tetra (N-butyl)ammonium hydrogensulfate (23 gm), benzyl bromide (9.7 mL), saturated sodium bicarbonate (100 mL) and dichloromethane (100 mL) were stirred vigorously at room temperature for 14 hours, then diluted with dichloromethane, and the organic layer separated, washed with saturated sodium bicarbonate, water, brine, dried (MgSO4), filtered and evaporated. The residue was purified by column chromatography (2:1 dichloromet... The reactants are NC1=C(C=C(C(CNC(C)(C)C)O)C=C1Cl)Cl (4-amino-α-[(tert-butylamino)methyl]-3,5-dichlorobenzyl alcohol), S(=O)(Cl)Cl (thionyl chloride). Product: NC1=C(C=C(C(CNC(C)(C)C)Cl)C=C1Cl)Cl (4-Amino-α-[(tert-butylamino)methyl]-3,5-dichlorobenzyl chloride). As a reaction SMILES: [NH2:1][C:2]1[C:15]([Cl:16])=[CH:14][C:5]([CH:6](O)[CH2:7][NH:8][C:9]([CH3:12])([CH3:11])[CH3:10])=[CH:4][C:3]=1[Cl:17].S(Cl)([Cl:20])=O>>[NH2:1][C:2]1[C:15]([Cl:16])=[CH:14][C:5]([CH:6]([Cl:20])[CH2:7][NH:8][C:9]([CH3:12])([CH3:11])[CH3:10])=[CH:4][C:3]=1[Cl:17]. Procedure: Under N2 atmosphere, 27.72 g of 4-amino-α-[(tert-butylamino)methyl]-3,5-dichlorobenzyl alcohol is added to 200 ml of thionyl chloride stirred at 0-5%C. After addition is completed, the reaction mixture is stirred at ambient temperature for 3 hours. Subsequently, the mixture is evaporated to dryness in vacuo to afford 37.34 g of yellow solid, which is used as is. Reactants: Cl.C1=CC=CC=2N(C=CC3=C(C21)CCC=C3)CC(CN3CCN(CC3)C3=C(C(=O)O)C=CC=N3)O (2-(4-(3-(10,11-Dihydro-5H-dibenzo[b,d]azepin-5-yl)-2-hydroxypropyl)piperazin-1-yl)nicotinic Acid Hydrochloride), C(C)OC(=O)C1CCNCC1 (4-piperidinecarboxylic acid ethyl ester). Run in CC(CC)=O (2-butanone). The product is C(C)OC(=O)C1CCN(CC1)CC(CN1C2=C(CCC3=C1C=CC=C3)C=CC=C2)O (1-(3-(10,11-dihydro-5H-dibenzo[b,f]azepin-5-yl)-2-hydroxy-propyl)-4-piperidinecarboxylic acid ethyl ester). The yield is 15.8%. RXN SMILES: Cl.[CH:2]1[C:12]2[C:11]3[CH2:13][CH2:14][CH:15]=[CH:16][C:10]=3[CH:9]=[CH:8][N:7]([CH2:17][CH:18]([OH:35])[CH2:19][N:20]3[CH2:25][CH2:24]N(C4N=CC=CC=4C(O)=O)C[CH2:21]3)[C:6]=2[CH:5]=[CH:4][CH:3]=1.[CH2:36]([O:38][C:39]([CH:41]1CCNC[CH2:42]1)=[O:40])[CH3:37]>CC(=O)CC>[CH2:36]([O:38][C:39]([CH:41]1[CH2:42][CH2:21][N:20]([CH2:19][CH:18]([OH:35])[CH2:17][N:7]2[C:6]3[CH:5]=[CH:4][CH:3]=[CH:2][C:12]=3[CH2:11][CH2:13][C:14]3[CH:15]=[CH:16][CH:10]=[CH:9][C:8]2=3)[CH2:25][CH2:24]1)=[O:40])[CH3:37] |f:0.1|. Procedure details: A mixture of crude (10,11-dihydro-5H-dibenzo[b,f]azepin-5-yl)-2,3-epoxypropane (22.6 g, 90 mmol, prepared as described in Example 19) and 4-piperidinecarboxylic acid ethyl ester (14.15 g, 90 mmol) in dry 2-butanone (50 ml) was stirred and heated at reflux temperature for 24 h. The solvent was removed in vacuo and the residue was dissolved in toluene (250 ml) and water (250 ml). The pH was adjusted to 6 by addition of 1 N hydrochloric acid. The organic phase was separated, washed with water (3×10... Starting materials: C(#N)C1=C(C=C(C(=O)CCC(=O)O)C=C1)[N+](=O)[O-] (3-(4-cyano-3-nitrobenzoyl)propionic acid), ferrous sulphate. Solvent: [OH-].[NH4+] (ammonium hydroxide), [OH-].[NH4+] (ammonium hydroxide). Yields the product NC=1C=C(C(=O)CCC(=O)O)C=CC1C#N (3-(3-amino-4-cyanobenzoyl)propionic acid). Reaction SMILES: [C:1]([C:3]1[CH:15]=[CH:14][C:6]([C:7]([CH2:9][CH2:10][C:11]([OH:13])=[O:12])=[O:8])=[CH:5][C:4]=1[N+:16]([O-])=O)#[N:2]>[OH-].[NH4+]>[NH2:16][C:4]1[CH:5]=[C:6]([CH:14]=[CH:15][C:3]=1[C:1]#[N:2])[C:7]([CH2:9][CH2:10][C:11]([OH:13])=[O:12])=[O:8] |f:1.2|. Procedure details: A solution of 3-(4-cyano-3-nitrobenzoyl)propionic acid in 5N ammonium hydroxide solution was added to a well stirred boiling aqueous solution of ferrous sulphate. The pH was adjusted to 9 with concentrated ammonium hydroxide solution and the mixture was refluxed for 15 minutes. The filtrate was concentrated and neutralised with glacial acetic acid to give 3-(3-amino-4-cyanobenzoyl)propionic acid.